The task is: describe an organic reaction: reactants, conditions, products, and yield. This data is from the Open Reaction Database (ORD), a public repository of structured organic reaction records. Reactants: Nc1ccccc1, O, CCOP(OCC)OCc1ccccc1, Oc1cccc2ccccc12. Product: c1ccc(Nc2cccc3ccccc23)cc1. As a reaction SMILES: [NH2:12][c:13]1[cH:14][cH:15][cH:16][cH:17][cH:18]1.[OH2:34].[P:19]([O:20][CH2:21][CH3:22])([O:23][CH2:24][CH3:25])[O:26][CH2:27][c:28]1[cH:29][cH:30][cH:31][cH:32][cH:33]1.[c:1]1([OH:11])[cH:2][cH:3][cH:4][c:5]2[cH:6][cH:7][cH:8][cH:9][c:10]12>>[c:1]1([NH:12][c:13]2[cH:14][cH:15][cH:16][cH:17][cH:18]2)[cH:2][cH:3][cH:4][c:5]2[cH:6][cH:7][cH:8][cH:9][c:10]12. Starting materials: C(C)(C)(C)OC(=O)N1CC2=CC3=CC=C(N=C3N2[C@@H](C1)C)Cl ((R)-6-chloro-4-methyl-3,4-dihydro-1H-2,4a,5-triaza-fluorene-2-carboxylic acid tert-butyl ester), C(#N)[BH3-].[Na+] (sodium cyano borohydride), C([O-])([O-])=O.[Na+].[Na+] (sodium carbonate). Run in C(C)(=O)O (acetic acid). The product is C(C)(C)(C)OC(=O)N1C[C@H]2CC3=CC=C(N=C3N2[C@@H](C1)C)Cl ((4R,9aR)-6-Chloro-4-methyl-3,4,9,9a-tetrahydro-1H-2,4a,5-triaza-fluorene-2-carboxylic acid tert-butyl ester). Yield: 65.7%. RXN SMILES: [C:1]([O:5][C:6]([N:8]1[CH2:20][C@@H:19]([CH3:21])[N:18]2[C:10](=[CH:11][C:12]3[C:17]2=[N:16][C:15]([Cl:22])=[CH:14][CH:13]=3)[CH2:9]1)=[O:7])([CH3:4])([CH3:3])[CH3:2].C([BH3-])#N.[Na+].C(=O)([O-])[O-].[Na+].[Na+]>C(O)(=O)C>[C:1]([O:5][C:6]([N:8]1[CH2:20][C@@H:19]([CH3:21])[N:18]2[C@H:10]([CH2:11][C:12]3[C:17]2=[N:16][C:15]([Cl:22])=[CH:14][CH:13]=3)[CH2:9]1)=[O:7])([CH3:4])([CH3:2])[CH3:3] |f:1.2,3.4.5|. Procedure: To a solution of 0.65 g (2.0 mmol) (R)-6-chloro-4-methyl-3,4-dihydro-1H-2,4a,5-triaza-fluorene-2-carboxylic acid tert-butyl ester in 10 ml acetic acid was added 0.64 g (10.1 mmol) sodium cyano borohydride. After 3 h the reaction mixture was poured into 10% aqueous sodium carbonate solution and extracted twice with ethyl acetate. The organic layers were washed with brine, dried over magnesium sulfate, filtered and evaporated. The residue was purified by chromatography over silica gel (0.032–0.063... The reactants are NCC1CC2CC2N1C(=O)c1nc(N)sc1-c1cccc(F)c1, O=C(O)c1cnc2sccn12. Product: Nc1nc(C(=O)N2C(CNC(=O)c3cnc4sccn34)CC3CC32)c(-c2cccc(F)c2)s1. As a reaction SMILES: [NH2:1][c:2]1[s:3][c:4](-[c:17]2[cH:18][c:19]([F:23])[cH:20][cH:21][cH:22]2)[c:5]([C:7](=[O:8])[N:9]2[CH:10]3[CH2:11][CH:12]3[CH2:13][CH:14]2[CH2:15][NH2:16])[n:6]1.[s:24]1[c:25]2[n:26]([cH:27][cH:28]1)[c:29]([C:32](=[O:33])[OH:34])[cH:30][n:31]2>>[NH2:1][c:2]1[s:3][c:4](-[c:17]2[cH:18][c:19]([F:23])[cH:20][cH:21][cH:22]2)[c:5]([C:7](=[O:8])[N:9]2[CH:10]3[CH2:11][CH:12]3[CH2:13][CH:14]2[CH2:15][NH:16][C:32]([c:29]2[n:26]3[c:25]([s:24][cH:28][cH:27]3)[n:31][cH:30]2)=[O:33])[n:6]1.